This data is from the Open Reaction Database (ORD), a public repository of structured organic reaction records. The task is: describe an organic reaction: reactants, conditions, products, and yield Starting materials: CC(=O)[O-], CC(=O)[O-], NC(=S)Nc1ccccc1-c1ccc(Cl)cc1, [K+], [OH-], O, O, O, O, [Pb+2]. The product is N#CNc1ccccc1-c1ccc(Cl)cc1. RXN SMILES: [C:23]([O-:24])(=[O:25])[CH3:26].[C:28]([O-:29])(=[O:30])[CH3:31].[Cl:1][c:2]1[cH:3][cH:4][c:5](-[c:8]2[c:9]([NH:14][C:15](=[S:16])[NH2:17])[cH:10][cH:11][cH:12][cH:13]2)[cH:6][cH:7]1.[K+:19].[OH-:18].[OH2:20].[OH2:21].[OH2:22].[OH2:32].[Pb+2:27]>>[Cl:1][c:2]1[cH:3][cH:4][c:5](-[c:8]2[c:9]([NH:14][C:15]#[N:17])[cH:10][cH:11][cH:12][cH:13]2)[cH:6][cH:7]1.